From a dataset of the Open Reaction Database (ORD), a public repository of structured organic reaction records. describe an organic reaction: reactants, conditions, products, and yield Reactants: BrC=1SC2=C(C[C@@H]3CCCN([C@H]3C2)CCC)N1 (trans-(±)-2-bromo-5-n-propyl-4,4a,5,6,7,8,8a,9-octahydrothiazolo[4,5-g]quinoline), N1CCCC1 (pyrrolidine), C(\C=C/C(=O)O)(=O)O (maleic acid). Run in CCOCC (ether). Product: C(\C=C/C(=O)O)(=O)O.N1(CCCC1)C=1SC2=C(C[C@@H]3CCCN([C@H]3C2)CCC)N1 (trans-(±)-2-(1-pyrrolidinyl)-5-n-propyl-4,4a,5,6,7,8,8a,9-octahydrothiazolo[4,5-g]quinoline maleate). Reaction SMILES: Br[C:2]1[S:3][C:4]2[CH2:13][C@H:12]3[C@@H:7]([CH2:8][CH2:9][CH2:10][N:11]3[CH2:14][CH2:15][CH3:16])[CH2:6][C:5]=2[N:17]=1.[NH:18]1[CH2:22][CH2:21][CH2:20][CH2:19]1.[C:23]([OH:30])(=[O:29])/[CH:24]=[CH:25]\[C:26]([OH:28])=[O:27]>CCOCC>[C:23]([OH:30])(=[O:29])/[CH:24]=[CH:25]\[C:26]([OH:28])=[O:27].[N:18]1([C:2]2[S:3][C:4]3[CH2:13][C@H:12]4[C@@H:7]([CH2:8][CH2:9][CH2:10][N:11]4[CH2:14][CH2:15][CH3:16])[CH2:6][C:5]=3[N:17]=2)[CH2:22][CH2:21][CH2:20][CH2:19]1 |f:4.5|. Procedure: A reaction mixture, prepared from 6.6 g. of trans-(±)-2-bromo-5-n-propyl-4,4a,5,6,7,8,8a,9-octahydrothiazolo[4,5-g]quinoline and 20 ml. of pyrrolidine, was heated to reflux temperature for about 18 hours and was then cooled. The volatile constituents were removed in vacuo and the resulting residue diluted with water. The aqueous mixture was made strongly basic with concentrated aqueous ammonium hydroxide. The alkaline layer was extracted several times with equal volumes of chloroform. The chloro... Starting materials: OC1CN(CCC1(OC)OC)C(=O)OC(C)(C)C (1,1-dimethylethyl 3-hydroxy-4,4-bis(methyloxy)-1-piperidinecarboxylate), CC(C)([O-])C.[K+] (Potassium t-Butoxide), CI (methyliodide). The solvent is C1CCOC1 (THF). Conditions: time 20 minute. Yields the product COC1CN(CCC1(OC)OC)C(=O)OC(C)(C)C (1,1-dimethylethyl 3,4,4-tris(methyloxy)-1-piperidinecarboxylate). RXN SMILES: [OH:1][CH:2]1[C:7]([O:10][CH3:11])([O:8][CH3:9])[CH2:6][CH2:5][N:4]([C:12]([O:14][C:15]([CH3:18])([CH3:17])[CH3:16])=[O:13])[CH2:3]1.[CH3:19]C(C)([O-])C.[K+].CI>C1COCC1>[CH3:19][O:1][CH:2]1[C:7]([O:8][CH3:9])([O:10][CH3:11])[CH2:6][CH2:5][N:4]([C:12]([O:14][C:15]([CH3:18])([CH3:17])[CH3:16])=[O:13])[CH2:3]1 |f:1.2|. Reported procedure: To a solution of 1,1-dimethylethyl 3-hydroxy-4,4-bis(methyloxy)-1-piperidinecarboxylate D16 (11 g) in THF (150 ml) was added Potassium t-Butoxide (23.5 g, 210 mmol) at 0° C. The reaction mixture was stirred for 20 mins and the methyliodide (5.2 ml, 84 mmol) was added. The reaction mixture was allowed to warm up to room temperature and stirred overnight. The resulting mixture was concentrated and dissolved in EtOAc and washed with water. The organic layer was concentrated in vacuo to obtain crude... Starting materials: FC1=CC=C(COC2=CC=C3C(NC=NC3=C2)=O)C=C1 (7-(4-Fluoro-benzyloxy)-3H-quinazolin-4-one), [H-].[Na+] (sodium hydride), FC1=CC=C(CO)C=C1 (4-fluorobenzyl alcohol), FC1=CC=C2C(NC=NC2=C1)=O (7-fluoro-3H-quinazolin-4-one), Cl (HCl). Solvent: CN(C)C=O (DMF). Conditions: temperature 140 celsius. The product is FC1=CC=C(COC2=CC=C3C(N(C=NC3=C2)CC(=O)N)=O)C=C1 (2-[7-(4-Fluoro-benzyloxy)-4-oxo-4H-quinazolin-3-yl]-acetamide). Yield: 66.0%. Reaction SMILES: [F:1][C:2]1[CH:20]=[CH:19][C:5]([CH2:6][O:7][C:8]2[CH:17]=[C:16]3[C:11]([C:12](=[O:18])[NH:13][CH:14]=[N:15]3)=[CH:10][CH:9]=2)=[CH:4][CH:3]=1.[H-].[Na+].FC1C=CC(CO)=CC=1.FC1C=C2[C:36]([C:37](=[O:43])[NH:38]C=N2)=CC=1.Cl>CN(C=O)C>[F:1][C:2]1[CH:20]=[CH:19][C:5]([CH2:6][O:7][C:8]2[CH:17]=[C:16]3[C:11]([C:12](=[O:18])[N:13]([CH2:36][C:37]([NH2:38])=[O:43])[CH:14]=[N:15]3)=[CH:10][CH:9]=2)=[CH:4][CH:3]=1 |f:1.2|. Procedure details: 7-(4-Fluoro-benzyloxy)-3H-quinazolin-4-one: A mixture of sodium hydride (55%, 3.2 g, 73 mmol), 4-fluorobenzyl alcohol (9.2 g, 73 mmol) and 7-fluoro-3H-quinazolin-4-one (3.0 g, 18 mmol) in DMF (75 mL) was heated at 140° C. for 2 h. The resulting suspension was cooled to rt and the mixture acidified to pH 3 with HCl (conc.). The resulting precipitate was then filtered off, washed with water and diethylether. Partial purification by chromatography on silica gel eluting with ethyl acetate:hexane (2:... Reactants: C1CCOC1, CO, Cl, CSc1cc(F)ccc1C#N, O. RXN SMILES: [CH2:16]1[O:17][CH2:18][CH2:19][CH2:20]1.[CH3:12][OH:13].[ClH:14].[F:1][c:2]1[cH:3][c:4]([S:10][CH3:11])[c:5]([C:6]#[N:7])[cH:8][cH:9]1.[OH2:15]>>[F:1][c:2]1[cH:3][c:4]([S:10][CH3:11])[c:5]([CH2:6][NH2:7])[cH:8][cH:9]1. Yields the product CSc1cc(F)ccc1CN. Starting materials: C(#N)C(C(=O)OC)CC(=O)C1=CC=C(C=C1)C1CCCCC1 (methyl 2-cyano-4-(4-cyclohexylphenyl)-4-oxobutanoate), O1CCOCC1.Cl (Hydrogen chloride-1,4-dioxane). Run at time 8 hour. Yields the product ClC=1NC(=CC1C(=O)OC)C1=CC=C(C=C1)C1CCCCC1 (methyl 2-chloro-5-(4-cyclohexylphenyl)-1H-pyrrole-3-carboxylate). As a reaction SMILES: [C:1]([CH:3]([CH2:8][C:9]([C:11]1[CH:16]=[CH:15][C:14]([CH:17]2[CH2:22][CH2:21][CH2:20][CH2:19][CH2:18]2)=[CH:13][CH:12]=1)=O)[C:4]([O:6][CH3:7])=[O:5])#[N:2].O1CCOCC1.[ClH:29]>>[Cl:29][C:1]1[NH:2][C:9]([C:11]2[CH:16]=[CH:15][C:14]([CH:17]3[CH2:22][CH2:21][CH2:20][CH2:19][CH2:18]3)=[CH:13][CH:12]=2)=[CH:8][C:3]=1[C:4]([O:6][CH3:7])=[O:5] |f:1.2|. Procedure details: 14% Hydrogen chloride-1,4-dioxane solution (50 mL) was added to methyl 2-cyano-4-(4-cyclohexylphenyl)-4-oxobutanoate (12.1 g) and the mixture was stirred at room temperature for 8 hr and concentrated under reduced pressure. The residue was dissolved in ethyl acetate, washed with saturated brine, dried over anhydrous magnesium sulfate, and concentrated under reduced pressure. The residue was crystallized from diisopropyl ether and collected by filtration to give a nearly 1:1 mixture (3.41 g) of t... Procedure details: To a solution of 1-(2-fluoro-4-chloro-5-isopropoxyphenyl)-3,5-dimethyl-4-aminopyrazole (29.8 g) in tetrahydrofuran (100 ml) was added one drop of triethylamine and then added dropwise a solution of methyl isocyanate (6.0 g) in tetrahydrofuran (50 ml). After the completion of addition, the reaction mixture was left to stand at room temperature for one hour. Removal of the solvent from the reaction solution by distillation in vacuo gave the titled compound (34.7 g) as a white crystalline solid. Re... Reaction conditions: time 1 hour. Starting materials: CN=C=O (methyl isocyanate), FC1=C(C=C(C(=C1)Cl)OC(C)C)N1N=C(C(=C1C)N)C (1-(2-fluoro-4-chloro-5-isopropoxyphenyl)-3,5-dimethyl-4-aminopyrazole). Solvent: O1CCCC1 (tetrahydrofuran), O1CCCC1 (tetrahydrofuran). The product is FC1=C(C=C(C(=C1)Cl)OC(C)C)N1N=C(C(=C1C)NC(=O)NC)C (1-(2-fluoro-4-chloro-5-isopropoxyphenyl)-3,5-dimethyl-4-methylaminocarbonylaminopyrazole). Reagents/catalysts: C(C)N(CC)CC (triethylamine). Yield: 97.7%. Reaction SMILES: [F:1][C:2]1[CH:7]=[C:6]([Cl:8])[C:5]([O:9][CH:10]([CH3:12])[CH3:11])=[CH:4][C:3]=1[N:13]1[C:17]([CH3:18])=[C:16]([NH2:19])[C:15]([CH3:20])=[N:14]1.[CH3:21][N:22]=[C:23]=[O:24]>O1CCCC1.C(N(CC)CC)C>[F:1][C:2]1[CH:7]=[C:6]([Cl:8])[C:5]([O:9][CH:10]([CH3:12])[CH3:11])=[CH:4][C:3]=1[N:13]1[C:17]([CH3:18])=[C:16]([NH:19][C:23]([NH:22][CH3:21])=[O:24])[C:15]([CH3:20])=[N:14]1. Reactants: FC(S(=O)(=O)O)(F)F (trifluoromethanesulfonic acid), C1CCC2=NCCCN2CC1 (1,8-diazabicyclo[5.4.0]-7-undecene), C(CCCCC)O (1-hexanol), C[Si](O[Si](O)(C)C)(O)C (1,1,3,3-tetramethyldisiloxane-1,3-diol). Solvent: C1(=CC=CC=C1)C (toluene). Conditions: temperature 35 celsius, time 2 hour. The product is C(CCCCC)O[Si](O[Si](C)(C)OCCCCCC)(C)C (1,3-dihexyloxy-1,1,3,3-tetramethyldisiloxane). RXN SMILES: FC(F)(F)S(O)(=O)=O.[CH2:9]1[CH2:19][CH2:18]N2[C:12](=NCCC2)[CH2:11][CH2:10]1.[CH2:20]([OH:26])[CH2:21][CH2:22][CH2:23][CH2:24][CH3:25].[CH3:27][Si:28]([CH3:35])([OH:34])[O:29][Si:30]([CH3:33])([CH3:32])O>C1(C)C=CC=CC=1>[CH2:20]([O:26][Si:30]([CH3:33])([CH3:32])[O:29][Si:28]([O:34][CH2:18][CH2:19][CH2:9][CH2:10][CH2:11][CH3:12])([CH3:35])[CH3:27])[CH2:21][CH2:22][CH2:23][CH2:24][CH3:25]. Procedure: A 100-ml four-necked flask equipped with a Dimroth condenser, stirrer and thermometer was thoroughly purged with nitrogen and then charged with 60 ml of toluene, 0.075 g (5.0×10−4 mol) of trifluoromethanesulfonic acid, 0.076 g (5.0×10−4 mol) of 1,8-diazabicyclo[5.4.0]-7-undecene, and 5.1 g (5.0×10−2 mol) of 1-hexanol, which were stirred. Further, 4.15 g (2.5×10−2 mol) of 1,1,3,3-tetramethyldisiloxane-1,3-diol was admitted into the reactor, which was evacuated to a reduced pressure of 4.7 kPa and... Starting materials: ClC1=C(C(=CC=C1)Cl)CS(=O)(=O)C=1C=C2/C(/C(NC2=CC1)=O)=C/C1=C(C(=C(N1)C)CC(=O)O)C ({5-[5-(2,6-dichloro-phenylmethanesulfonyl)-2-oxo-1,2-dihydro-indol-(3Z)-ylidenemethyl]-2,4-dimethyl-1H-pyrrol-3-yl}-acetic acid), C=1C=CC2=C(C1)N=NN2O (HOBt), CCN=C=NCCCN(C)C (EDAC), TEA, N1C[C@@H](CC1)O ((R)-pyrrolidin-3-ol). Solvent: CN(C)C=O (DMF), C(Cl)Cl (DCM). Reaction conditions: time 8 hour. Yields the product ClC1=C(C(=CC=C1)Cl)CS(=O)(=O)C=1C=C2/C(/C(NC2=CC1)=O)=C/C=1NC(=C(C1C)CC(=O)N1C[C@@H](CC1)O)C (5-(2,6-Dichloro-phenylmethanesulfonyl)-3-[1-{4-[2-((R)-3-hydroxy-pyrrolidin-1-yl)-2-oxo-ethyl]-3,5-dimethyl-1H-pyrrol-2-yl}-meth-(Z)-ylidene]-1,3-dihydro-indol-2-one). RXN SMILES: [Cl:1][C:2]1[CH:7]=[CH:6][CH:5]=[C:4]([Cl:8])[C:3]=1[CH2:9][S:10]([C:13]1[CH:14]=[C:15]2[C:19](=[CH:20][CH:21]=1)[NH:18][C:17](=[O:22])/[C:16]/2=[CH:23]\[C:24]1[NH:28][C:27]([CH3:29])=[C:26]([CH2:30][C:31]([OH:33])=O)[C:25]=1[CH3:34])(=[O:12])=[O:11].C1C=CC2N(O)N=NC=2C=1.CCN=C=NCCCN(C)C.[NH:56]1[CH2:60][CH2:59][C@@H:58]([OH:61])[CH2:57]1>CN(C=O)C.C(Cl)Cl>[Cl:8][C:4]1[CH:5]=[CH:6][CH:7]=[C:2]([Cl:1])[C:3]=1[CH2:9][S:10]([C:13]1[CH:14]=[C:15]2[C:19](=[CH:20][CH:21]=1)[NH:18][C:17](=[O:22])/[C:16]/2=[CH:23]\[C:24]1[NH:28][C:27]([CH3:29])=[C:26]([CH2:30][C:31]([N:56]2[CH2:60][CH2:59][C@@H:58]([OH:61])[CH2:57]2)=[O:33])[C:25]=1[CH3:34])(=[O:12])=[O:11]. Procedure: A mixture of {5-[5-(2,6-dichloro-phenylmethanesulfonyl)-2-oxo-1,2-dihydro-indol-(3Z)-ylidenemethyl]-2,4-dimethyl-1H-pyrrol-3-yl}-acetic acid (200 mg), HOBt (1 eq.), EDAC (2 eq.), TEA (3 eq.) and (R)-pyrrolidin-3-ol (3 eq.) in DMF (4 mL) was stirred at rt for overnight. The reaction was diluted with DCM, washed with water (2×) and 10% sodium carbonate (2×). The DCM was dried, concentrated and purified on a silica gel column to give 21 mg of the titled compound. MS m/z 588 [M++1].